From a dataset of the Open Reaction Database (ORD), a public repository of structured organic reaction records. describe an organic reaction: reactants, conditions, products, and yield The reactants are CCO, Cl, CSC1C(=O)Nc2c(C(=O)c3ccc(F)cc3)cccc21, [Sn]. Yields the product O=C1Cc2cccc(C(=O)c3ccc(F)cc3)c2N1. Reaction SMILES: [CH3:24][CH2:25][OH:26].[ClH:23].[F:1][c:2]1[cH:3][cH:4][c:5]([C:6](=[O:7])[c:8]2[cH:9][cH:10][cH:11][c:12]3[c:16]2[NH:15][C:14](=[O:17])[CH:13]3[S:18][CH3:19])[cH:20][cH:21]1.[Sn:22]>>[F:1][c:2]1[cH:3][cH:4][c:5]([C:6](=[O:7])[c:8]2[cH:9][cH:10][cH:11][c:12]3[c:16]2[NH:15][C:14](=[O:17])[CH2:13]3)[cH:20][cH:21]1. Starting materials: COc1cccc(-c2ccc3[nH]c(=O)[nH]c3c2)c1, C[N+](C)(C)C, [Cl-], O=P(Cl)(Cl)Cl. The product is COc1cccc(-c2ccc3nc(Cl)[nH]c3c2)c1. As a reaction SMILES: [CH3:1][O:2][c:3]1[cH:4][c:5](-[c:9]2[cH:10][c:11]3[c:12]([nH:13][c:14](=[O:16])[nH:15]3)[cH:17][cH:18]2)[cH:6][cH:7][cH:8]1.[CH3:25][N+:26]([CH3:27])([CH3:28])[CH3:29].[Cl-:24].[P:19]([Cl:20])([Cl:21])([Cl:22])=[O:23]>>[CH3:1][O:2][c:3]1[cH:4][c:5](-[c:9]2[cH:10][c:11]3[c:12]([n:13][c:14]([Cl:21])[nH:15]3)[cH:17][cH:18]2)[cH:6][cH:7][cH:8]1. Starting materials: ClC1=CC=C(C=C1)N1C(CCCC1C1=CC=C(C=C1)S(=O)C)=O (1-(4-chlorophenyl)-6-(4-methylsulfinylphenyl)-2-piperidone), ClC1=CC(=CC=C1)C(=O)OO (m-chloroperbenzoic acid), C(O)([O-])=O.[Na+] (sodium hydrogen carbonate). Run in C(Cl)Cl (methylene chloride). Run at time 30 minute. The product is ClC1=CC=C(C=C1)N1C(CCCC1C1=CC=C(C=C1)S(=O)(=O)C)=O (1-(4-chlorophenyl)-6-(4-methylsulfonylphenyl)-2-piperidone). Yield: 86.6%. As a reaction SMILES: [Cl:1][C:2]1[CH:7]=[CH:6][C:5]([N:8]2[CH:13]([C:14]3[CH:19]=[CH:18][C:17]([S:20]([CH3:22])=[O:21])=[CH:16][CH:15]=3)[CH2:12][CH2:11][CH2:10][C:9]2=[O:23])=[CH:4][CH:3]=1.ClC1C=CC=C(C(OO)=[O:32])C=1.C(=O)([O-])O.[Na+]>C(Cl)Cl>[Cl:1][C:2]1[CH:7]=[CH:6][C:5]([N:8]2[CH:13]([C:14]3[CH:19]=[CH:18][C:17]([S:20]([CH3:22])(=[O:32])=[O:21])=[CH:16][CH:15]=3)[CH2:12][CH2:11][CH2:10][C:9]2=[O:23])=[CH:4][CH:3]=1 |f:2.3|. Reported procedure: To a solution of 1.70 g of 1-(4-chlorophenyl)-6-(4-methylsulfinylphenyl)-2-piperidone in 50 ml of methylene chloride was added 1.02 g of m-chloroperbenzoic acid with stirring at 5° to 10° C. over 30 minutes. After stirring at 5° to 10° C. for 1 hour and at room temperature for 1 hour, the mixture was made alkaline with a saturated aqueous sodium hydrogen carbonate solution. The methylene chloride layer was washed with water, dried, and concentrated. The residue was recrystallized from nitroethan... Starting materials: solution, S(=O)(Cl)Cl (thionyl chloride), C(C1=CC=CC=C1)C=1N(N=C2NC(N(C(C21)=O)C)=NC(CO)(C)C)CC2=CC=C(C=C2)C2=CC=CC=C2 (3-benzyl-2-(biphenyl-4-ylmethyl)-6-(1-hydroxy-2-methylpropan-2-ylimino)-5-methyl-6,7-dihydro-2H-pyrazolo[3,4-d]pyrimidin-4(5H)-one). Solvent: C(Cl)Cl (CH2Cl2), C(Cl)Cl (methylene chloride). Conditions: time 8 hour. Product: C(C1=CC=CC=C1)C=1N(N=C2C1C(N(C=1N2CC(N1)(C)C)C)=O)CC1=CC=C(C=C1)C1=CC=CC=C1 (3-Benzyl-2-(biphenyl-4-ylmethyl)-7,8-dihydro-5,7,7-trimethyl-[2H]-imidazo-[1,2-a]pyrazolo[4,3-e]pyrimidin-4(5H)-one). Yield: 67.3%. Reaction SMILES: S(Cl)(Cl)=O.[CH2:5]([C:12]1[N:13]([CH2:29][C:30]2[CH:35]=[CH:34][C:33]([C:36]3[CH:41]=[CH:40][CH:39]=[CH:38][CH:37]=3)=[CH:32][CH:31]=2)[N:14]=[C:15]2[C:20]=1[C:19](=[O:21])[N:18]([CH3:22])[C:17](=[N:23][C:24]([CH3:28])([CH3:27])[CH2:25]O)[NH:16]2)[C:6]1[CH:11]=[CH:10][CH:9]=[CH:8][CH:7]=1>C(Cl)Cl>[CH2:5]([C:12]1[N:13]([CH2:29][C:30]2[CH:35]=[CH:34][C:33]([C:36]3[CH:37]=[CH:38][CH:39]=[CH:40][CH:41]=3)=[CH:32][CH:31]=2)[N:14]=[C:15]2[N:16]3[CH2:25][C:24]([CH3:28])([CH3:27])[N:23]=[C:17]3[N:18]([CH3:22])[C:19](=[O:21])[C:20]=12)[C:6]1[CH:11]=[CH:10][CH:9]=[CH:8][CH:7]=1. Procedure: A 2.0 M solution of thionyl chloride (25 μL, 0.050 mmol) in CH2Cl2 is added into a solution of 3-benzyl-2-(biphenyl-4-ylmethyl)-6-(1-hydroxy-2-methylpropan-2-ylimino)-5-methyl-6,7-dihydro-2H-pyrazolo[3,4-d]pyrimidin-4(5H)-one (5.0 mg, 0.010 mmol) in methylene chloride (1 mL). The reaction mixture is stirred at r.t. overnight, and then quenched with 5% NaHCO3. The resulting mixture is purified by chromatography to give 3.2 mg of the final product (Yield: 67%). MS (FAB) m/z 476.4 [M+H]+.